describe an organic reaction: reactants, conditions, products, and yield From a dataset of the Open Reaction Database (ORD), a public repository of structured organic reaction records. The reactants are CC(=O)OC1CSC(Oc2ccc(Br)nc2)C(OC(C)=O)C1OC(C)=O, OB(O)c1cccnc1Cl. Product: CC(=O)OC1CSC(Oc2ccc(-c3cccnc3Cl)nc2)C(OC(C)=O)C1OC(C)=O. Reaction SMILES: [C:1]([CH3:2])(=[O:3])[O:4][CH:5]1[CH:6]([O:7][c:8]2[cH:9][n:10][c:11]([Br:14])[cH:12][cH:13]2)[S:15][CH2:16][CH:17]([O:23][C:24]([CH3:25])=[O:26])[CH:18]1[O:19][C:20]([CH3:21])=[O:22].[Cl:27][c:28]1[n:29][cH:30][cH:31][cH:32][c:33]1[B:34]([OH:35])[OH:36]>>[C:1]([CH3:2])(=[O:3])[O:4][CH:5]1[CH:6]([O:7][c:8]2[cH:9][n:10][c:11](-[c:33]3[c:28]([Cl:27])[n:29][cH:30][cH:31][cH:32]3)[cH:12][cH:13]2)[S:15][CH2:16][CH:17]([O:23][C:24]([CH3:25])=[O:26])[CH:18]1[O:19][C:20]([CH3:21])=[O:22]. Starting materials: O=S(=O)(Cl)Cc1ccccc1, CCCCn1c(=O)n(Cc2ccccc2F)c(=O)c2[nH]c(Cc3ccc(N)cc3)nc21. Product: CCCCn1c(=O)n(Cc2ccccc2F)c(=O)c2[nH]c(Cc3ccc(NS(=O)(=O)Cc4ccccc4)cc3)nc21. As a reaction SMILES: [CH2:32]([c:33]1[cH:34][cH:35][cH:36][cH:37][cH:38]1)[S:39](=[O:40])(=[O:41])[Cl:42].[NH2:1][c:2]1[cH:3][cH:4][c:5]([CH2:6][c:7]2[n:8][c:9]3[n:10]([CH2:26][CH2:27][CH2:28][CH3:29])[c:11](=[O:25])[n:12]([CH2:17][c:18]4[c:19]([F:24])[cH:20][cH:21][cH:22][cH:23]4)[c:13](=[O:16])[c:14]3[nH:15]2)[cH:30][cH:31]1>>[NH:1]([c:2]1[cH:3][cH:4][c:5]([CH2:6][c:7]2[n:8][c:9]3[n:10]([CH2:26][CH2:27][CH2:28][CH3:29])[c:11](=[O:25])[n:12]([CH2:17][c:18]4[c:19]([F:24])[cH:20][cH:21][cH:22][cH:23]4)[c:13](=[O:16])[c:14]3[nH:15]2)[cH:30][cH:31]1)[S:39]([CH2:32][c:33]1[cH:34][cH:35][cH:36][cH:37][cH:38]1)(=[O:40])=[O:41].